Dataset: the Open Reaction Database (ORD), a public repository of structured organic reaction records. Task: describe an organic reaction: reactants, conditions, products, and yield The reactants are C(C)(=O)NCC1(CCN(CC1)C)O (4-acetamidomethyl-4-hydroxy-1-methylpiperidine), [H-].[Al+3].[Li+].[H-].[H-].[H-] (lithium aluminium hydride). Solvent: C1CCOC1 (THF). Run at time 3 day. The product is C(C)NCC1(CCN(CC1)C)O (4-ethylaminomethyl-4-hydroxy-1-methylpiperidine). Yield: 33.2%. RXN SMILES: [C:1]([NH:4][CH2:5][C:6]1([OH:13])[CH2:11][CH2:10][N:9]([CH3:12])[CH2:8][CH2:7]1)(=O)[CH3:2].[H-].[Al+3].[Li+].[H-].[H-].[H-]>C1COCC1>[CH2:1]([NH:4][CH2:5][C:6]1([OH:13])[CH2:7][CH2:8][N:9]([CH3:12])[CH2:10][CH2:11]1)[CH3:2] |f:1.2.3.4.5.6|. Procedure details: 4-acetamidomethyl-4-hydroxy-1-methylpiperidine (3.4 g, 0.018 mole) in dry THF was refluxed in the presence of lithium aluminium hydride (4 g). After 3 days, the mixture was poured into an ice-water bath and filtered through Celite. The solvent was evaporated and after addition of water the solution was extracted with chloroform, and the extract was dried with magnesium sulfate and evaporated to yield 1.03 g (33% yield) crude material. The product thus obtained, 4-ethylaminomethyl-4-hydroxy-1-met... The reactants are C(C)(C)OC(C)C (diisopropyl ether), NC1=NC2=NC=CN=C2C(=N1)OC (2-amino-4-methoxypteridine), ClC1=C(C=CC=C1)S(=O)(=O)N=C=O (2-chlorophenylsulfonyl isocyanate). Reagents/catalysts: C(C)N(CC)CC (triethylamine). Run in C(C)#N (acetonitrile). Run at time 10 minute. Product: COC1=NC(=NC2=NC=CN=C12)NC(=O)NS(=O)(=O)C1=C(C=CC=C1)Cl (N-(4-methoxypteridin-2-yl)-N'-(2-chlorophenylsulfonyl)-urea). Isolated yield 82.6%. RXN SMILES: [NH2:1][C:2]1[N:11]=[C:10]([O:12][CH3:13])[C:9]2[C:4](=[N:5][CH:6]=[CH:7][N:8]=2)[N:3]=1.[Cl:14][C:15]1[CH:20]=[CH:19][CH:18]=[CH:17][C:16]=1[S:21]([N:24]=[C:25]=[O:26])(=[O:23])=[O:22].C(OC(C)C)(C)C>C(N(CC)CC)C.C(#N)C>[CH3:13][O:12][C:10]1[C:9]2[C:4](=[N:5][CH:6]=[CH:7][N:8]=2)[N:3]=[C:2]([NH:1][C:25]([NH:24][S:21]([C:16]2[CH:17]=[CH:18][CH:19]=[CH:20][C:15]=2[Cl:14])(=[O:22])=[O:23])=[O:26])[N:11]=1. Reported procedure: 1.5 g (0.0069 mol) of 2-amino-4-methoxypteridine and two drops of triethylamine were added to a mixture of 1.77 g (0.01 mol) of 2-chlorophenylsulfonyl isocyanate in 20 ml of acetonitrile and the mixture was refluxed for 30 minutes, cooled and mixed with diisopropyl ether. After standing for 10 minutes, the mixture was vacuum filtered to obtain 2.25 g (87% of theory) of N-(4-methoxypteridin-2-yl)-N'-(2-chlorophenylsulfonyl)-urea melting at 212° C.